This data is from the Open Reaction Database (ORD), a public repository of structured organic reaction records. The task is: describe an organic reaction: reactants, conditions, products, and yield The reactants are CC=1NC=CN1 (2-methylimidazole), [H-].[Na+] (sodium hydride), ClCCCO (3-chloropropanol). The solvent is CN(C)C=O (DMF). Yields the product CC=1N(C=CN1)CCCO (2-methyl-1-(3-hydroxypropyl)imidazole). As a reaction SMILES: [CH3:1][C:2]1[NH:3][CH:4]=[CH:5][N:6]=1.[H-].[Na+].Cl[CH2:10][CH2:11][CH2:12][OH:13]>CN(C=O)C>[CH3:1][C:2]1[N:3]([CH2:10][CH2:11][CH2:12][OH:13])[CH:4]=[CH:5][N:6]=1 |f:1.2|. Procedure: The starting material may be prepared as follows. A mixture of 2-methylimidazole (6.15 g.), a 50% w/w dispersion of sodium hydride in oil (5.4 g.) and DMF (20 ml.) was treated with 3-chloropropanol (10.6 g.) and the mixture heated at 100° for 24 hours and then evaporated to dryness. The residue was treated with concentrated aqueous hydrochloric acid (8 ml.) and the solution washed with chloroform, and then basified with potassium carbonate. The mixture was extracted with chloroform, and the extr... The reactants are CN(C)C=O, CN(C1CCCCC1)C1CCNCC1, CC(C)NC(C)C, O=C(Cl)Oc1ccc(Oc2ccc(C(F)(F)F)cn2)cc1, C1CCOC1. Yields the product CN(C1CCCCC1)C1CCN(C(=O)Oc2ccc(Oc3ccc(C(F)(F)F)cn3)cc2)CC1. As a reaction SMILES: [CH3:48][N:49]([CH3:50])[CH:51]=[O:52].[CH:1]1([N:7]([CH:8]2[CH2:9][CH2:10][NH:11][CH2:12][CH2:13]2)[CH3:14])[CH2:2][CH2:3][CH2:4][CH2:5][CH2:6]1.[CH:36]([NH:37][CH:38]([CH3:39])[CH3:40])([CH3:41])[CH3:42].[Cl:15][C:16](=[O:17])[O:18][c:19]1[cH:20][cH:21][c:22]([O:25][c:26]2[n:27][cH:28][c:29]([C:32]([F:33])([F:34])[F:35])[cH:30][cH:31]2)[cH:23][cH:24]1.[O:43]1[CH2:44][CH2:45][CH2:46][CH2:47]1>>[CH:1]1([N:7]([CH:8]2[CH2:9][CH2:10][N:11]([C:16](=[O:17])[O:18][c:19]3[cH:20][cH:21][c:22]([O:25][c:26]4[n:27][cH:28][c:29]([C:32]([F:33])([F:34])[F:35])[cH:30][cH:31]4)[cH:23][cH:24]3)[CH2:12][CH2:13]2)[CH3:14])[CH2:2][CH2:3][CH2:4][CH2:5][CH2:6]1.